Dataset: the Open Reaction Database (ORD), a public repository of structured organic reaction records. Task: describe an organic reaction: reactants, conditions, products, and yield Starting materials: COC(=O)c1ccc(NC(=O)N(c2c3ccccc3nn2-c2ccc(Cl)cc2)C2CCCCC2)c(C)c1, CCCCCCC, ClCCl, [Li+], [OH-]. Product: Cc1cc(C(=O)O)ccc1NC(=O)N(c1c2ccccc2nn1-c1ccc(Cl)cc1)C1CCCCC1. Reaction SMILES: [CH3:1][O:2][C:3]([c:4]1[cH:5][c:6]([CH3:36])[c:7]([NH:10][C:11](=[O:12])[N:13]([CH:14]2[CH2:15][CH2:16][CH2:17][CH2:18][CH2:19]2)[c:20]2[n:21](-[c:29]3[cH:30][cH:31][c:32]([Cl:35])[cH:33][cH:34]3)[n:22][c:23]3[cH:24][cH:25][cH:26][cH:27][c:28]23)[cH:8][cH:9]1)=[O:37].[CH3:43][CH2:44][CH2:45][CH2:46][CH2:47][CH2:48][CH3:49].[Cl:40][CH2:41][Cl:42].[Li+:38].[OH-:39]>>[O:2]=[C:3]([c:4]1[cH:5][c:6]([CH3:36])[c:7]([NH:10][C:11](=[O:12])[N:13]([CH:14]2[CH2:15][CH2:16][CH2:17][CH2:18][CH2:19]2)[c:20]2[n:21](-[c:29]3[cH:30][cH:31][c:32]([Cl:35])[cH:33][cH:34]3)[n:22][c:23]3[cH:24][cH:25][cH:26][cH:27][c:28]23)[cH:8][cH:9]1)[OH:37]. Run in CO (methanol). Isolated yield 90.2%. RXN SMILES: [CH3:1][O:2][C:3]1[C:8]([CH2:9][CH:10]=[CH2:11])=[CH:7][CH:6]=[CH:5][C:4]=1[O:12][C:13]1[CH:18]=[CH:17][CH:16]=[CH:15][C:14]=1[Cl:19].[OH-].[K+]>CO>[CH3:1][O:2][C:3]1[C:8]([CH:9]=[CH:10][CH3:11])=[CH:7][CH:6]=[CH:5][C:4]=1[O:12][C:13]1[CH:18]=[CH:17][CH:16]=[CH:15][C:14]=1[Cl:19] |f:1.2|. Reactants: COC1=C(C=CC=C1CC=C)OC1=C(C=CC=C1)Cl (2-Chlorophenyl 2-methoxy-3-allylphenyl ether), [OH-].[K+] (potassium hydroxide). Yields the product COC1=C(C=CC=C1C=CC)OC1=C(C=CC=C1)Cl (2-chlorophenyl 2-methoxy-3-(1-propenyl)phenyl ether). Procedure details: 2-Chlorophenyl 2-methoxy-3-allylphenyl ether (21.50 g) was added to methanol (100 ml) saturated with potassium hydroxide, and the mixture was treated in a similar manner to that of Example 3-(2) and recrystallized from methanol to give colorless crystals of 2-chlorophenyl 2-methoxy-3-(1-propenyl)phenyl ether (19.40 g). mp 61°-62° C.